Dataset: the Open Reaction Database (ORD), a public repository of structured organic reaction records. Task: describe an organic reaction: reactants, conditions, products, and yield Reactants: O (water), C([O-])([O-])=O.[Cs+].[Cs+] (cesium carbonate), CI (methyl iodide), BrC1=NC(=CC=C1O)I (2-Bromo-6-iodo-pyridin-3-ol). Solvent: C(C)(=O)OCC (ethyl acetate), CN(C=O)C (N,N-dimethylformamide). Reaction conditions: time 8 hour. Yields the product BrC1=NC(=CC=C1OC)I (2-bromo-6-iodo-3-methoxy-pyridine). The yield is 78.5%. RXN SMILES: [Br:1][C:2]1[C:7]([OH:8])=[CH:6][CH:5]=[C:4]([I:9])[N:3]=1.[C:10](=O)([O-])[O-].[Cs+].[Cs+].CI.O>CN(C)C=O.C(OCC)(=O)C>[Br:1][C:2]1[C:7]([O:8][CH3:10])=[CH:6][CH:5]=[C:4]([I:9])[N:3]=1 |f:1.2.3|. Procedure: 2-Bromo-6-iodo-pyridin-3-ol (2.98 g) is dissolved in N,N-dimethylformamide (140 ml) and thereto are added cesium carbonate (16.3 g) and methyl iodide (1.25 mL) and the mixture is stirred at room temperature overnight. To the reaction solution are added water and ethyl acetate, and the mixture is separated, and the organic layer is washed with a saturated brine, dried over magnesium sulfate, and concentrated under reduced pressure. The resulting residue is purified by silica gel column chromatogr... Reactants: BrCc1ccccc1, Brc1cccc2cc[nH]c12, [H-], [Na+], CN(C)C=O. Yields the product Brc1cccc2ccn(Cc3ccccc3)c12. As a reaction SMILES: [Br:13][CH2:14][c:15]1[cH:16][cH:17][cH:18][cH:19][cH:20]1.[Br:1][c:2]1[cH:3][cH:4][cH:5][c:6]2[cH:7][cH:8][nH:9][c:10]12.[H-:11].[Na+:12].[O:21]=[CH:22][N:23]([CH3:24])[CH3:25]>>[Br:1][c:2]1[cH:3][cH:4][cH:5][c:6]2[cH:7][cH:8][n:9]([CH2:14][c:15]3[cH:16][cH:17][cH:18][cH:19][cH:20]3)[c:10]12.